From a dataset of the Open Reaction Database (ORD), a public repository of structured organic reaction records. describe an organic reaction: reactants, conditions, products, and yield Reactants: O=C([O-])O, CCO, [Na+], CCCc1ccccc1OCCCCCCCOc1ccc2c(=O)cc(C(=O)OCC)oc2c1, O. The product is CCCc1ccccc1OCCCCCCCOc1ccc2c(=O)cc(C(=O)O)oc2c1. As a reaction SMILES: [C:1](=[O:2])([O-:3])[OH:4].[CH3:40][CH2:41][OH:42].[Na+:5].[O:6]=[c:7]1[cH:8][c:9]([C:35](=[O:36])[O:37][CH2:38][CH3:39])[o:10][c:11]2[c:12]1[cH:13][cH:14][c:15]([O:17][CH2:18][CH2:19][CH2:20][CH2:21][CH2:22][CH2:23][CH2:24][O:25][c:26]1[c:27]([CH2:32][CH2:33][CH3:34])[cH:28][cH:29][cH:30][cH:31]1)[cH:16]2.[OH2:43]>>[O:6]=[c:7]1[cH:8][c:9]([C:35](=[O:36])[OH:37])[o:10][c:11]2[c:12]1[cH:13][cH:14][c:15]([O:17][CH2:18][CH2:19][CH2:20][CH2:21][CH2:22][CH2:23][CH2:24][O:25][c:26]1[c:27]([CH2:32][CH2:33][CH3:34])[cH:28][cH:29][cH:30][cH:31]1)[cH:16]2. The product is O=C(O)CC(c1cccc(OCc2ccccc2)c1)c1ccon1. Starting materials: C1CCOC1, Cl, [Li+], [OH-], O, OO, O=C(CC(c1cccc(OCc2ccccc2)c1)c1ccon1)N1C(=O)OCC1Cc1ccccc1. RXN SMILES: [CH2:42]1[O:43][CH2:44][CH2:45][CH2:46]1.[ClH:41].[Li+:40].[OH-:39].[OH2:47].[OH:37][OH:38].[o:1]1[n:2][c:3]([CH:6]([CH2:7][C:8](=[O:9])[N:10]2[CH:11]([CH2:12][c:13]3[cH:14][cH:15][cH:16][cH:17][cH:18]3)[CH2:19][O:20][C:21]2=[O:22])[c:23]2[cH:24][c:25]([O:29][CH2:30][c:31]3[cH:32][cH:33][cH:34][cH:35][cH:36]3)[cH:26][cH:27][cH:28]2)[cH:4][cH:5]1>>[o:1]1[n:2][c:3]([CH:6]([CH2:7][C:8]([OH:9])=[O:37])[c:23]2[cH:24][c:25]([O:29][CH2:30][c:31]3[cH:32][cH:33][cH:34][cH:35][cH:36]3)[cH:26][cH:27][cH:28]2)[cH:4][cH:5]1.